From a dataset of the Open Reaction Database (ORD), a public repository of structured organic reaction records. describe an organic reaction: reactants, conditions, products, and yield The solvent is CCOCC (ether). Procedure details: A solution of N-Trityl-O-[2-(2-methoxyethoxy)-1-ethyl]-(D)-valinol (1.0 g, 2.28 mmol) in dry ether saturated with HCl gaz (20 ml) was kept for 2.5 hours at room temperature. After concentration in vacuo, the resulting solid (1.16 g) was purified by flash chromatography (silica gel, dichloromethane first to elute trityl alcohol and then dichloromethane/diethylamine: 95/5, Rf.: 0.20) to give the title free amine as a colorless oil (0.46 g, quantitative). Yields the product COCCOCCOC[C@H](N)C(C)C (O-[2-(2-METHOXYETHOXY)-1-ETHYL]-(D)-VALINOL). The reactants are C(C1=CC=CC=C1)(C1=CC=CC=C1)(C1=CC=CC=C1)N[C@H](C(C)C)COCCOCCOC (N-Trityl-O-[2-(2-methoxyethoxy)-1-ethyl]-(D)-valinol), Cl (HCl). Reaction SMILES: C([NH:20][C@@H:21]([CH2:25][O:26][CH2:27][CH2:28][O:29][CH2:30][CH2:31][O:32][CH3:33])[CH:22]([CH3:24])[CH3:23])(C1C=CC=CC=1)(C1C=CC=CC=1)C1C=CC=CC=1.Cl>CCOCC>[CH3:33][O:32][CH2:31][CH2:30][O:29][CH2:28][CH2:27][O:26][CH2:25][C@@H:21]([CH:22]([CH3:24])[CH3:23])[NH2:20]. The reactants are BrC=1C(=NC(=NC1)SC)CN1C(O[C@@H]([C@@H]1C)C1=CC(=CC(=C1)C(F)(F)F)F)=O ((4S,5R)-3-{[5-bromo-2-(methylsulfanyl)pyrimidin-4-yl]methyl}-5-[3-fluoro-5-(trifluoromethyl)phenyl]-4-methyl-1,3-oxazolidin-2-one), BrC=1C(=NC(=NC1)SC)CN1C(O[C@@H]([C@@H]1C)C1=CC(=CC(=C1)C(F)(F)F)F)=O ((4S,5R)-3-{[5-bromo-2-(methylsulfanyl)pyrimidin-4-yl]methyl}-5-[3-fluoro-5-(trifluoromethyl)phenyl]-4-methyl-1,3-oxazolidin-2-one), C(C)(C)(C)OC(=O)C1=CC(=C(C=C1)C=1C=C(C(=NC1)OC)B(O)O)C ({5-[4-(tert-butoxycarbonyl)-2-methylphenyl]-2-methoxypyridin-3-yl}boronic acid), C(C)(C)(C)OC(=O)C1=CC(=C(C=C1)C=1C=C(C(=NC1)OC)B(O)O)C ({5-[4-(tert-butoxycarbonyl)-2-methylphenyl]-2-methoxypyridin-3-yl}boronic acid), C([O-])([O-])=O.[K+].[K+] (potassium carbonate). Reagents/catalysts: [Pd](Cl)Cl.C(C)(C)(C)P([C-]1C=CC=C1)C(C)(C)C.[C-]1(C=CC=C1)P(C(C)(C)C)C(C)(C)C.[Fe+2] (1,1′-bis(di-tert-butylphosphino)ferrocene palladium dichloride). The solvent is C1CCOC1 (THF). Conditions: temperature 90 celsius, time 8 hour. Yields the product FC=1C=C(C=C(C1)C(F)(F)F)[C@@H]1[C@@H](N(C(O1)=O)CC1=NC(=NC=C1C=1C=C(C=NC1OC)C1=C(C=C(C(=O)OC(C)(C)C)C=C1)C)SC)C (tert-butyl 4-{5-[4-({(4S,5R)-5-[3-fluoro-5-(trifluoromethyl)phenyl]-4-methyl-2-oxo-1,3-oxazolidin-3-yl}methyl)-2-(methylsulfanyl)pyrimidin-5-yl]-6-methoxypyridin-3-yl}-3-methylbenzoate). Isolated yield 88.1%. Reaction SMILES: Br[C:2]1[C:3]([CH2:10][N:11]2[C@@H:15]([CH3:16])[C@@H:14]([C:17]3[CH:22]=[C:21]([C:23]([F:26])([F:25])[F:24])[CH:20]=[C:19]([F:27])[CH:18]=3)[O:13][C:12]2=[O:28])=[N:4][C:5]([S:8][CH3:9])=[N:6][CH:7]=1.[C:29]([O:33][C:34]([C:36]1[CH:41]=[CH:40][C:39]([C:42]2[CH:43]=[C:44](B(O)O)[C:45]([O:48][CH3:49])=[N:46][CH:47]=2)=[C:38]([CH3:53])[CH:37]=1)=[O:35])([CH3:32])([CH3:31])[CH3:30].C(=O)([O-])[O-].[K+].[K+]>C1COCC1.[Pd](Cl)Cl.C(P(C(C)(C)C)[C-]1C=CC=C1)(C)(C)C.[C-]1(P(C(C)(C)C)C(C)(C)C)C=CC=C1.[Fe+2]>[F:27][C:19]1[CH:18]=[C:17]([C@H:14]2[O:13][C:12](=[O:28])[N:11]([CH2:10][C:3]3[C:2]([C:44]4[CH:43]=[C:42]([C:39]5[CH:40]=[CH:41][C:36]([C:34]([O:33][C:29]([CH3:31])([CH3:32])[CH3:30])=[O:35])=[CH:37][C:38]=5[CH3:53])[CH:47]=[N:46][C:45]=4[O:48][CH3:49])=[CH:7][N:6]=[C:5]([S:8][CH3:9])[N:4]=3)[C@H:15]2[CH3:16])[CH:22]=[C:21]([C:23]([F:26])([F:25])[F:24])[CH:20]=1 |f:2.3.4,6.7.8.9|. Procedure details: To a solution of (4S,5R)-3-{[5-bromo-2-(methylsulfanyl)pyrimidin-4-yl]methyl}-5-[3-fluoro-5-(trifluoromethyl)phenyl]-4-methyl-1,3-oxazolidin-2-one (INTERMEDIATE 10, 150 mg, 0.312 mmol) in THF (3.0 mL) was added {5-[4-(tert-butoxycarbonyl)-2-methylphenyl]-2-methoxypyridin-3-yl}boronic acid (INTERMEDIATE 32, 129 mg, 0.375 mmol), 1,1′-bis(di-tert-butylphosphino)ferrocene palladium dichloride (10.2 mg, 0.016 mmol), and aqueous potassium carbonate (0.468 mL, 2.0 M). The mixture was degassed, flushed ...